Dataset: the Open Reaction Database (ORD), a public repository of structured organic reaction records. Task: describe an organic reaction: reactants, conditions, products, and yield The reactants are COC(C1=C(N=C(C(=C1)CC)OC)C)=O (5-ethyl-6-methoxy-2-methyl-nicotinic acid methyl ester), [OH-].[Na+] (sodium hydroxide), C(O)([O-])=O.[Na+] (sodium hydrogen carbonate), Cl (hydrochloric acid). Solvent: CO (methanol), O (Water). Reaction conditions: temperature 50 celsius, time 36 hour. Product: C(C)C=1C(=NC(=C(C(=O)O)C1)C)OC (5-ethyl-6-methoxy-2-methyl-nicotinic acid). The yield is 82.0%. As a reaction SMILES: C[O:2][C:3](=[O:15])[C:4]1[CH:9]=[C:8]([CH2:10][CH3:11])[C:7]([O:12][CH3:13])=[N:6][C:5]=1[CH3:14].[OH-].[Na+].Cl.C(=O)([O-])O.[Na+]>CO.O>[CH2:10]([C:8]1[C:7]([O:12][CH3:13])=[N:6][C:5]([CH3:14])=[C:4]([CH:9]=1)[C:3]([OH:15])=[O:2])[CH3:11] |f:1.2,4.5|. Procedure details: Water (30 mL) is added to a mixture of the above 5-ethyl-6-methoxy-2-methyl-nicotinic acid methyl ester and sodium hydroxide (3 g, 75 mmol) in methanol (150 mL). The reaction mixture is stirred at 50° C. for 36 hr. The reaction mixture is allowed to cool and is acidified to pH 3 with concentrated hydrochloric acid, then the mixture is treated with excess solid sodium hydrogen carbonate. The resulting suspension is concentrated under vacuum and washed with a portion of dichloromethane. The dichlo... The reactants are O=C1CCC(=O)N1Br, C=C(O[Si](C)(C)C)c1ccc[nH]1, CCOC(C)=O, ClCCl. Yields the product O=C(CBr)c1ccc[nH]1. Reaction SMILES: [Br:13][N:14]1[C:15](=[O:16])[CH2:17][CH2:18][C:19]1=[O:20].[CH3:1][Si:2]([O:3][C:4](=[CH2:5])[c:6]1[nH:7][cH:8][cH:9][cH:10]1)([CH3:11])[CH3:12].[CH3:24][CH2:25][O:26][C:27](=[O:28])[CH3:29].[Cl:21][CH2:22][Cl:23]>>[CH2:3]([C:4](=[O:5])[c:6]1[nH:7][cH:8][cH:9][cH:10]1)[Br:13]. The reactants are C1(=CC=C(C=C1)S(=O)(=O)N1[C@H](C[C@@H](C1)OS(=O)(=O)C1=CC=C(C=C1)C)COS(=O)(=O)C1=CC=C(C=C1)C)C ((2R, 4S)-1-(4-toluenesulfonyl)-2-(4-toluenesulfonyloxymethyl)-4-(4-toluenesulfonyloxy)-pyrrolidine), C(C1=CC=CC=C1)N (benzylamine), C(C1=CC=CC=C1)N (benzylamine). The solvent is C1(=CC=CC=C1)C (toluene). Run at time 3 hour. Product: C1(=CC=C(C=C1)S(=O)(=O)N1[C@H]2CN([C@@H](C1)C2)CC2=CC=CC=C2)C ((1R, 4R)-2-(4-TOLUENESULFONYL)-5-PHENYLMETHYL-2,5-DIAZABICYCLO-[2.2.1]-HEPTANE). Isolated yield 90.0%. As a reaction SMILES: [C:1]1([CH3:38])[CH:6]=[CH:5][C:4]([S:7]([N:10]2[CH2:14][C@@H:13](OS(C3C=CC(C)=CC=3)(=O)=O)[CH2:12][C@@H:11]2[CH2:26]OS(C2C=CC(C)=CC=2)(=O)=O)(=[O:9])=[O:8])=[CH:3][CH:2]=1.[CH2:39]([NH2:46])[C:40]1[CH:45]=[CH:44][CH:43]=[CH:42][CH:41]=1>C1(C)C=CC=CC=1>[C:1]1([CH3:38])[CH:2]=[CH:3][C:4]([S:7]([N:10]2[CH2:14][C@H:13]3[CH2:12][C@@H:11]2[CH2:26][N:46]3[CH2:39][C:40]2[CH:45]=[CH:44][CH:43]=[CH:42][CH:41]=2)(=[O:8])=[O:9])=[CH:5][CH:6]=1. Procedure: A mixture of 2697 g (4.653 moles) of (2R, 4S)-1-(4-toluenesulfonyl)-2-(4-toluenesulfonyloxymethyl)-4-(4-toluenesulfonyloxy)-pyrrolidine and 1640 g (15.304 moles) of benzylamine in 15 L of toluene was heated under reflux. After 6 hours 100 g of benzylamine were added and the reflux continued for 3 hours. The mixture was cooled, filtered and the residue was washed with 5 L of toluene. The combined organic layers were evaporated to dryness and the resulting solid was taken up with 2 L of isopropano... Yields the product ClC1=C(C(=NC=N1)C(=O)OCC)C (ethyl 6-chloro-5-methylpyrimidine-4-carboxylate). The reactants are OC1=C(C(=NC=N1)C(=O)OCC)C (ethyl 6-hydroxy-5-methylpyrimidine-4-carboxylate), O=P(Cl)(Cl)Cl (POCl3). Procedure: A solution of ethyl 6-hydroxy-5-methylpyrimidine-4-carboxylate 40 (100 g, 549 mmol) in POCl3 (1000 ml) was heated to reflux for 5 h at 100° C. in sealed tube. After cooling to RT, the excess POCl3 was removed under reduced pressure, then quenched with ice water and extracted with EtOAc. The combined organic phase is washed with water, brine and concentrated under reduced pressure to afford ethyl 6-chloro-5-methylpyrimidine-4-carboxylate 41 as a black liquid. Yield: 80 (72%). This material was us... Run at temperature 100 celsius. As a reaction SMILES: O[C:2]1[N:7]=[CH:6][N:5]=[C:4]([C:8]([O:10][CH2:11][CH3:12])=[O:9])[C:3]=1[CH3:13].O=P(Cl)(Cl)[Cl:16]>>[Cl:16][C:2]1[N:7]=[CH:6][N:5]=[C:4]([C:8]([O:10][CH2:11][CH3:12])=[O:9])[C:3]=1[CH3:13].